Task: describe an organic reaction: reactants, conditions, products, and yield. Dataset: the Open Reaction Database (ORD), a public repository of structured organic reaction records The reactants are O (water), C1(=CC=C(C=C1)S(=O)(=O)O)C (p-toluenesulfonic acid), OCCCCCCCCCCC[C@H]1[C@H]2[C@@H]3C=CC4([C@@]3(C)CC[C@@H]2C=2C=CC(=CC2C1)O)OCCO4 (7α-(11-hydroxyundecyl)-17,17-ethylenedioxy-1,3,5(10),15-estratetraen-3-ol). Solvent: CC(=O)C (acetone). The product is OCCCCCCCCCCC[C@H]1[C@H]2[C@@H]3C=CC([C@@]3(C)CC[C@@H]2C=2C=CC(=CC2C1)O)=O (7α-(11-hydroxyundecyl)-1,3,5(10),15-estratetraen-3-ol-17-one). The yield is 97.3%. As a reaction SMILES: [OH:1][CH2:2][CH2:3][CH2:4][CH2:5][CH2:6][CH2:7][CH2:8][CH2:9][CH2:10][CH2:11][CH2:12][C@@H:13]1[CH2:30][C:29]2[CH:28]=[C:27]([OH:31])[CH:26]=[CH:25][C:24]=2[C@@H:23]2[C@@H:14]1[C@H:15]1[C@@:19]([CH2:21][CH2:22]2)([CH3:20])[C:18]2(OCC[O:32]2)[CH:17]=[CH:16]1.O.C1(C)C=CC(S(O)(=O)=O)=CC=1>CC(C)=O>[OH:1][CH2:2][CH2:3][CH2:4][CH2:5][CH2:6][CH2:7][CH2:8][CH2:9][CH2:10][CH2:11][CH2:12][C@@H:13]1[CH2:30][C:29]2[CH:28]=[C:27]([OH:31])[CH:26]=[CH:25][C:24]=2[C@@H:23]2[C@@H:14]1[C@H:15]1[C@@:19]([CH2:21][CH2:22]2)([CH3:20])[C:18](=[O:32])[CH:17]=[CH:16]1. Procedure details: 2.6 g of 7α-(11-hydroxyundecyl)-17,17-ethylenedioxy-1,3,5(10),15-estratetraen-3-ol is stirred in 57 ml of acetone and 6.6 ml of water at 25° with 164 mg of p-toluenesulfonic acid for 2.5 hours. Then the mixture is concentrated to one-third, precipitated with ice/aqueous sodium chloride solution, filtered off, taken up in dichloromethane, washed neutral, dried over sodium sulfate, and concentrated to dryness under vacuum, thus obtaining 2.3 g of crude 7α-(11-hydroxyundecyl)-1,3,5(10),15-estratetr... Starting materials: [Br-], C1CCOC1, C[Mg+], CC(c1ccc(F)cc1)N1CCC(CC=O)(c2ccc(F)cc2)OC1=O. Product: CC(O)CC1(c2ccc(F)cc2)CCN(C(C)c2ccc(F)cc2)C(=O)O1. Reaction SMILES: [Br-:27].[CH2:30]1[O:31][CH2:32][CH2:33][CH2:34]1.[CH3:28][Mg+:29].[F:1][c:2]1[cH:3][cH:4][c:5]([C:8]2([CH2:24][CH:25]=[O:26])[CH2:9][CH2:10][N:11]([CH:15]([CH3:16])[c:17]3[cH:18][cH:19][c:20]([F:23])[cH:21][cH:22]3)[C:12](=[O:14])[O:13]2)[cH:6][cH:7]1>>[F:1][c:2]1[cH:3][cH:4][c:5]([C:8]2([CH2:24][CH:25]([OH:26])[CH3:28])[CH2:9][CH2:10][N:11]([CH:15]([CH3:16])[c:17]3[cH:18][cH:19][c:20]([F:23])[cH:21][cH:22]3)[C:12](=[O:14])[O:13]2)[cH:6][cH:7]1. Starting materials: C(C1=CC=CC=C1)OC(=O)N(C)CC=1NC2=C(N1)C=CC=N2 (2-[[N-(Benzyloxycarbonyl)-N-methylamino]methyl]4-azabenzimidazole). Reagents/catalysts: [Pd] (Pd/C). The solvent is CO (MeOH). Conditions: time 4 hour. Product: CNCC=1NC2=C(N1)C=CC=N2 (2-(Methylamino)methyl-4-azabenzimidazole). Isolated yield 112.4%. Reaction SMILES: C(O[C:9]([N:11]([CH2:13][C:14]1[NH:15][C:16]2[N:22]=[CH:21][CH:20]=[CH:19][C:17]=2[N:18]=1)C)=O)C1C=CC=CC=1>CO.[Pd]>[CH3:9][NH:11][CH2:13][C:14]1[NH:15][C:16]2[N:22]=[CH:21][CH:20]=[CH:19][C:17]=2[N:18]=1. Procedure: 2-[[N-(Benzyloxycarbonyl)-N-methylamino]methyl]4-azabenzimidazole (385.5 mg, 1.30 mmol) was dissolved in MeOH, and 10% Pd/C was added. The mixture was stirred at RT under H2 (balloon pressure) for 4 h, then the catalyst was removed by filtration through a bed of Celite®. The clear, colorless filtrate was evaporated under vacuum to afford the title compound (237.0 mg, 100%): 1H NMR (250 MHz, CDCl3 /CD3OD) δ 2.48 (s, 3H), 4.06 (s, 2H), 5.38 (br s, 1H), 7.15-8.35 (m, 4H).